This data is from the Open Reaction Database (ORD), a public repository of structured organic reaction records. The task is: describe an organic reaction: reactants, conditions, products, and yield Reactants: ClCCl, COc1cc(-c2csc3c(C=CCCN4CCC(NC(=O)OC(C)(C)C)CC4)cnc(N)c23)ccc1NC(=O)c1cc2ccccc2n1C. The product is COc1cc(-c2csc3c(C=CCCN4CCC(N)CC4)cnc(N)c23)ccc1NC(=O)c1cc2ccccc2n1C. RXN SMILES: [Cl:50][CH2:51][Cl:52].[NH2:1][c:2]1[n:3][cH:4][c:5]([CH:32]=[CH:33][CH2:34][CH2:35][N:36]2[CH2:37][CH2:38][CH:39]([NH:42][C:43](=[O:44])[O:45][C:46]([CH3:47])([CH3:48])[CH3:49])[CH2:40][CH2:41]2)[c:6]2[c:7]1[c:8](-[c:11]1[cH:12][c:13]([O:30][CH3:31])[c:14]([NH:17][C:18](=[O:19])[c:20]3[n:21]([CH3:29])[c:22]4[cH:23][cH:24][cH:25][cH:26][c:27]4[cH:28]3)[cH:15][cH:16]1)[cH:9][s:10]2>>[NH2:1][c:2]1[n:3][cH:4][c:5]([CH:32]=[CH:33][CH2:34][CH2:35][N:36]2[CH2:37][CH2:38][CH:39]([NH2:42])[CH2:40][CH2:41]2)[c:6]2[c:7]1[c:8](-[c:11]1[cH:12][c:13]([O:30][CH3:31])[c:14]([NH:17][C:18](=[O:19])[c:20]3[n:21]([CH3:29])[c:22]4[cH:23][cH:24][cH:25][cH:26][c:27]4[cH:28]3)[cH:15][cH:16]1)[cH:9][s:10]2. Reactants: N1=CC=CC=C1 (pyridine), CS(=O)(=O)Cl (methanesulfonyl chloride), N1=CC=CC=C1 (pyridine), CS(=O)(=O)Cl (methanesulfonyl chloride), CS(=O)(=O)Cl (methanesulfonyl chloride), C(Cl)Cl (methylene chloride), ClC1=CC=C(C=C1)S(=O)(=O)C(C1=CC(=NC=C1F)N)C1=C(C=CC(=C1)F)F ([4-[(4-chlorophenylsulfonyl)(2,5-difluorophenyl)methyl]-5-fluoropyridin-2-yl]amine), N1=CC=CC=C1 (pyridine), N1=CC=CC=C1 (pyridine), CS(=O)(=O)Cl (methanesulfonyl chloride), N1=CC=CC=C1 (pyridine), CS(=O)(=O)Cl (methanesulfonyl chloride). Solvent: CCCCCC (hexane), C(C)(=O)OCC (ethyl acetate). Run at time 7 hour. Product: ClC1=CC=C(C=C1)S(=O)(=O)C(C1=CC(=NC=C1F)NS(=O)(=O)C)C1=C(C=CC(=C1)F)F (N-[4-[(4-Chlorophenylsulfonyl)(2,5-difluorophenyl)methyl]-5-fluoropyridin-2-yl]methanesulfonamide). Yield: 84.0%. Reaction SMILES: [CH3:1][S:2](Cl)(=[O:4])=[O:3].C(Cl)Cl.[Cl:9][C:10]1[CH:15]=[CH:14][C:13]([S:16]([CH:19]([C:28]2[CH:33]=[C:32]([F:34])[CH:31]=[CH:30][C:29]=2[F:35])[C:20]2[C:25]([F:26])=[CH:24][N:23]=[C:22]([NH2:27])[CH:21]=2)(=[O:18])=[O:17])=[CH:12][CH:11]=1.N1C=CC=CC=1>CCCCCC.C(OCC)(=O)C>[Cl:9][C:10]1[CH:11]=[CH:12][C:13]([S:16]([CH:19]([C:28]2[CH:33]=[C:32]([F:34])[CH:31]=[CH:30][C:29]=2[F:35])[C:20]2[C:25]([F:26])=[CH:24][N:23]=[C:22]([NH:27][S:2]([CH3:1])(=[O:4])=[O:3])[CH:21]=2)(=[O:17])=[O:18])=[CH:14][CH:15]=1. Reported procedure: Under ice cooling, methanesulfonyl chloride (12 μl, 0.157 mmol) was added to a methylene chloride (5 ml) solution of [4-[(4-chlorophenylsulfonyl)(2,5-difluorophenyl)methyl]-5-fluoropyridin-2-yl]amine (54 mg, 0.131 mmol) and pyridine (16 μl, 0.197 mmol). The resulting mixture was stirred at room temperature for 7 hours, followed by the addition of pyridine (16 μl, 0.197 mmol) and methanesulfonyl chloride (12 μl, 0.157 mmol). After the reaction mixture was stirred at room temperature for 17 hours,... Product: CC=1C=C(N=NC1N(N)C)C1=CC(=CC=C1)[N+](=O)[O-] (5-methyl-3-(m-nitrophenyl)-6-(1-methylhydrazino)pyridazine). Starting materials: CC=1C=C(N=NC1C1=CC(=CC=C1)[N+](=O)[O-])Cl (5-methyl-6-(m-nitrophenyl)-3-chloropyridazine), CNN (methyl hydrazine), C(CCC)O (butanol). RXN SMILES: C[C:2]1[CH:3]=[C:4](Cl)[N:5]=[N:6][C:7]=1[C:8]1[CH:13]=[CH:12][CH:11]=[C:10]([N+:14]([O-:16])=[O:15])[CH:9]=1.[CH3:18][NH:19][NH2:20].[CH2:21](O)CCC>>[CH3:21][C:3]1[CH:2]=[C:7]([C:8]2[CH:13]=[CH:12][CH:11]=[C:10]([N+:14]([O-:16])=[O:15])[CH:9]=2)[N:6]=[N:5][C:4]=1[N:19]([CH3:18])[NH2:20]. Procedure: To an 8.0 g. portion of 5-methyl-6-(m-nitrophenyl)-3-chloropyridazine in 100 ml. of butanol is added 4.4 g. of methyl hydrazine. This reaction mixture is heated at reflux overnight and then cooled in an ice bath. The product which forms as a precipitate is collected by filtration, washed with butanol, water, dried and recrystallized from ethanol, m.p. 173°-174° C. Starting materials: C(C)(C)(C)C1=CC=C(C=C1)S(=O)(=O)NC1=C(C=C(C=C1)Cl)N1N=NC=2C(=NC=CC21)Cl (4-tert-butyl-N-[4-chloro-2-(4-chloro-[1,2,3]triazolo[4,5-c]pyridin-1-yl)-phenyl]-benzenesulfonamide), N (NH3). The solvent is CCO (EtOH). Reaction conditions: temperature 120 celsius. The product is NC1=NC=CC2=C1N=NN2C2=C(C=CC(=C2)Cl)NS(=O)(=O)C2=CC=C(C=C2)C(C)(C)C (N-[2-(4-amino-[1,2,3]triazolo[4,5-c]pyridin-1-yl)-4-chloro-phenyl]-4-tert-butyl-benzenesulfonamide). Reaction SMILES: [C:1]([C:5]1[CH:10]=[CH:9][C:8]([S:11]([NH:14][C:15]2[CH:20]=[CH:19][C:18]([Cl:21])=[CH:17][C:16]=2[N:22]2[C:30]3[CH:29]=[CH:28][N:27]=[C:26](Cl)[C:25]=3[N:24]=[N:23]2)(=[O:13])=[O:12])=[CH:7][CH:6]=1)([CH3:4])([CH3:3])[CH3:2].[NH3:32]>CCO>[NH2:32][C:26]1[C:25]2[N:24]=[N:23][N:22]([C:16]3[CH:17]=[C:18]([Cl:21])[CH:19]=[CH:20][C:15]=3[NH:14][S:11]([C:8]3[CH:9]=[CH:10][C:5]([C:1]([CH3:4])([CH3:2])[CH3:3])=[CH:6][CH:7]=3)(=[O:12])=[O:13])[C:30]=2[CH:29]=[CH:28][N:27]=1. Procedure details: A 4 mL scintillation vial was charged with 4-tert-butyl-N-[4-chloro-2-(4-chloro-[1,2,3]triazolo[4,5-c]pyridin-1-yl)-phenyl]-benzenesulfonamide (synthesized according to general procedure G, 20 mg, 0.042 mmol) and 2 M NH3 in EtOH (2 mL). The reaction was sealed and heated to 120° C. for 18 hours. The EtOH was then removed in vacuo and the resultant residue was purified by preparative TLC to afford N-[2-(4-amino-[1,2,3]triazolo[4,5-c]pyridin-1-yl)-4-chloro-phenyl]-4-tert-butyl-benzenesulfonamide: ... The reactants are COC1=C(C=C(C=C1)[N+](=O)[O-])C1=CN=CS1 (5-(2-methoxy-5-nitrophenyl)thiazole), [S-2].[Na+].[Na+] (sodium sulfide). Solvent: CN1C(CCC1)=O (N-methylpyrrolidinone). Run at temperature 160 celsius. Yields the product [N+](=O)([O-])C1=CC(=C(C=C1)O)C1=CN=CS1 (4-Nitro-2-thiazol-5-ylphenol). As a reaction SMILES: C[O:2][C:3]1[CH:8]=[CH:7][C:6]([N+:9]([O-:11])=[O:10])=[CH:5][C:4]=1[C:12]1[S:16][CH:15]=[N:14][CH:13]=1.[S-2].[Na+].[Na+]>CN1CCCC1=O>[N+:9]([C:6]1[CH:7]=[CH:8][C:3]([OH:2])=[C:4]([C:12]2[S:16][CH:15]=[N:14][CH:13]=2)[CH:5]=1)([O-:11])=[O:10] |f:1.2.3|. Procedure: A mixture of 5-(2-methoxy-5-nitrophenyl)thiazole (156 mg, 0.660 mmol) and anhydrous sodium sulfide (309 mg, 3.96 mmol) in N-methylpyrrolidinone (2 mL) was heated at 160° C. for 2 h. After cooling to rt, the solvent was removed in vacuo, and the residue was partitioned between water (5 mL) and dichloromethane (20 mL). The organic phase was separated, dried over MgSO4, and purified by silica gel chromatography (3% MeOH in dichloromethane) to afford the title compound. 1H-NMR (CDCl3, 400 MHz): δ=7.... Starting materials: C[Al](C)C (trimethylaluminium), NC1=NC=C(C#N)C=C1 (6-aminonicotinonitrile), [Si](C)(C)(C(C)(C)C)OCCC[C@@H](C(=O)OC)OC1=C2C(=NC=N1)N(N=C2)C2=NC=CC=C2Cl ((2S)-methyl 5-(tert-butyldimethylsilyloxy)-2-(1-(3-chloropyridin-2-yl)-1H-pyrazolo[3,4-d]pyrimidin-4-yloxy)pentanoate). The solvent is C1(=CC=CC=C1)C (toluene), C1(=CC=CC=C1)C (toluene). Reaction conditions: temperature 0 celsius, time 20 minute. The product is [Si](C)(C)(C(C)(C)C)OCCC[C@@H](C(=O)NC1=NC=C(C=C1)C#N)OC1=C2C(=NC=N1)N(N=C2)C2=NC=CC=C2Cl ((2S)-5-(tert-butyldimethylsilyloxy)-2-(1-(3-chloropyridin-2-yl)-1H-pyrazolo[3,4-d]pyrimidin-4-yloxy)-N-(5-cyanopyridin-2-yl)pentanamide). Isolated yield 99.7%. RXN SMILES: C[Al](C)C.[NH2:5][C:6]1[CH:13]=[CH:12][C:9]([C:10]#[N:11])=[CH:8][N:7]=1.[Si:14]([O:21][CH2:22][CH2:23][CH2:24][C@H:25]([O:30][C:31]1[N:36]=[CH:35][N:34]=[C:33]2[N:37]([C:40]3[C:45]([Cl:46])=[CH:44][CH:43]=[CH:42][N:41]=3)[N:38]=[CH:39][C:32]=12)[C:26](OC)=[O:27])([C:17]([CH3:20])([CH3:19])[CH3:18])([CH3:16])[CH3:15]>C1(C)C=CC=CC=1>[Si:14]([O:21][CH2:22][CH2:23][CH2:24][C@H:25]([O:30][C:31]1[N:36]=[CH:35][N:34]=[C:33]2[N:37]([C:40]3[C:45]([Cl:46])=[CH:44][CH:43]=[CH:42][N:41]=3)[N:38]=[CH:39][C:32]=12)[C:26]([NH:5][C:6]1[CH:13]=[CH:12][C:9]([C:10]#[N:11])=[CH:8][N:7]=1)=[O:27])([C:17]([CH3:19])([CH3:20])[CH3:18])([CH3:15])[CH3:16]. Procedure: A solution of trimethylaluminium (2M in toluene) (0.795 mL, 1.59 mmol) was added dropwise to a stirred solution of 6-aminonicotinonitrile (165 mg, 1.38 mmol) in toluene (5 mL) cooled to 0° C., over a period of 1 minute under nitrogen. The resulting solution was stirred at 0° C. for 20 minutes. A solution of (2S)-methyl 5-(tert-butyldimethylsilyloxy)-2-(1-(3-chloropyridin-2-yl)-1H-pyrazolo[3,4-d]pyrimidin-4-yloxy)pentanoate (Intermediate O2) (680 mg, 1.38 mmol) in toluene (5 mL) was added dropwis... The reactants are ClC1=C2C(=CC=3C(=NOC31)CC(C)C)CC(O2)C(=O)OCC (ETHYL 8-CHLORO-5,6-DIHYDRO-3-(2-METHYLPROPYL)FURO[3,2-f]-1,2-BENZISOXAZOLE-6-CARBOXYLATE), C,H,N,Cl. The solvent is C(C)(=O)OCC.CCCCCC (ethyl acetate hexane). Yields the product ClC1=C2C(=CC=3C(=NOC31)CC(C)C)CC(O2)C(=O)O (8-CHLORO-5,6-DIHYDRO-3-(2-METHYLPROPYL)FURO[3,2-f]-1,2-BENZISOXAZOLE-6-CARBOXYLIC ACID). Reaction SMILES: [Cl:1][C:2]1[C:10]2[O:9][N:8]=[C:7]([CH2:11][CH:12]([CH3:14])[CH3:13])[C:6]=2[CH:5]=[C:4]2[CH2:15][CH:16]([C:18]([O:20]CC)=[O:19])[O:17][C:3]=12>C(OCC)(=O)C.CCCCCC>[Cl:1][C:2]1[C:10]2[O:9][N:8]=[C:7]([CH2:11][CH:12]([CH3:14])[CH3:13])[C:6]=2[CH:5]=[C:4]2[CH2:15][CH:16]([C:18]([OH:20])=[O:19])[O:17][C:3]=12 |f:1.2|. Reported procedure: The above was obtained by analogous treatment of 7c and recrystallization from ethyl acetate/hexane; m.p. 181°-183° C. Anal. (C14H14ClNO4) C,H,N,Cl.